describe an organic reaction: reactants, conditions, products, and yield From a dataset of the Open Reaction Database (ORD), a public repository of structured organic reaction records. Reactants: NCC1C2C3CC4C2C4C3C1 (8-Aminomethyltetracyclo[4,3,0,02,4,03,7 ]nonane), C(=O)OCC (ethyl formate). The product is C(=O)NCC1C2C3CC4C2C4C3C1 (8-(N-formylaminomethyl)tetracyclo[4,3,0,02,4,03,7 ]nonane). As a reaction SMILES: [NH2:1][CH2:2][CH:3]1[CH2:11][CH:10]2[CH:5]3[CH2:6][CH:7]4[CH:9]2[CH:8]4[CH:4]13.[CH:12](OCC)=[O:13]>>[CH:12]([NH:1][CH2:2][CH:3]1[CH2:11][CH:10]2[CH:5]3[CH2:6][CH:7]4[CH:9]2[CH:8]4[CH:4]13)=[O:13]. Procedure details: 8-Aminomethyltetracyclo[4,3,0,02,4,03,7 ]nonane (1.1 g.) was heated under reflux for 16 hours with ethyl formate. The solvent was removed in vacuo and the residue chromatographed on silica gel with ethyl acetate as eluant to give 8-(N-formylaminomethyl)tetracyclo[4,3,0,02,4,03,7 ]nonane. This product was reduced in ether solution with lithium aluminium hydride as in previous Examples and the resulting amine precipitated as its hydrochloride. There was thus obtained 8-(N-methylaminomethyl)tetracy... Reaction SMILES: [CH3:1][C:2]1[CH:7]=[C:6]([CH3:8])[N:5]2[N:9]=[C:10]([CH:12]=[CH:13][C:14]3[N:18]([CH3:19])[N:17]=[C:16]([N:20]4[CH2:24][CH2:23][CH2:22][CH2:21]4)[N:15]=3)[N:11]=[C:4]2[N:3]=1.C(Cl)Cl.CO>[Pd].CO>[CH3:1][C:2]1[CH:7]=[C:6]([CH3:8])[N:5]2[N:9]=[C:10]([CH2:12][CH2:13][C:14]3[N:18]([CH3:19])[N:17]=[C:16]([N:20]4[CH2:24][CH2:23][CH2:22][CH2:21]4)[N:15]=3)[N:11]=[C:4]2[N:3]=1 |f:1.2|. Product: CC1=NC=2N(C(=C1)C)N=C(N2)CCC=2N(N=C(N2)N2CCCC2)C (5,7-Dimethyl-2-[2-(2-methyl-5-pyrrolidin-1-yl-2H-[1,2,4]triazol-3-yl)-ethyl]-[1,2,4]triazolo[1,5-a]pyrimidine). The yield is 52.1%. The reagents and catalysts are [Pd] (palladium on carbon). Procedure: A mixture of 5,7-dimethyl-2-(2-(1-methyl-3-(pyrrolidin-1-yl)-1H-1,2,4-triazol-5-yl)vinyl)-[1,2,4]triazolo[1,5-a]pyrimidine (65 mg, 200 μmol, Eq: 1.00) and palladium on carbon 10% (42.6 mg, 40.1 μmol, Eq: 0.2) in methanol (10.0 ml) was stirred for 14 hours at 25° C. under hydrogen atmosphere. TLC (CH2Cl2/MeOH 19:1/UV 254 nm) showed complete reaction (spot to spot). palladium was filtered off and the filtrate was evaporated and dried under high vacuum to give 5,7-Dimethyl-2-[2-(2-methyl-5-pyrrolid... Run in CO (methanol). The reactants are CC1=NC=2N(C(=C1)C)N=C(N2)C=CC2=NC(=NN2C)N2CCCC2 (5,7-dimethyl-2-(2-(1-methyl-3-(pyrrolidin-1-yl)-1H-1,2,4-triazol-5-yl)vinyl)-[1,2,4]triazolo[1,5-a]pyrimidine), C(Cl)Cl.CO (CH2Cl2 MeOH). Run at temperature 25 celsius, time 14 hour. As a reaction SMILES: [CH2:37]1[O:38][CH2:39][CH2:40][CH2:41]1.[CH3:3][c:4]1[cH:5][cH:6][cH:7][c:8]([N:10]2[CH2:11][CH2:12][CH:13]([CH2:16][CH2:17][CH:18]3[CH2:19][CH2:20][N:21]([C:24](=[O:25])[O:26][c:27]4[cH:28][n:29][cH:30][c:31]([C:32](=[O:33])[O:34][CH3:35])[cH:36]4)[CH2:22][CH2:23]3)[CH2:14][CH2:15]2)[n:9]1.[Na+:2].[OH-:1]>>[CH3:3][c:4]1[cH:5][cH:6][cH:7][c:8]([N:10]2[CH2:11][CH2:12][CH:13]([CH2:16][CH2:17][CH:18]3[CH2:19][CH2:20][N:21]([C:24](=[O:25])[O:26][c:27]4[cH:28][n:29][cH:30][c:31]([C:32](=[O:33])[O-:34])[cH:36]4)[CH2:22][CH2:23]3)[CH2:14][CH2:15]2)[n:9]1.[Na+:2]. Starting materials: C1CCOC1, COC(=O)c1cncc(OC(=O)N2CCC(CCC3CCN(c4cccc(C)n4)CC3)CC2)c1, [Na+], [OH-]. Product: Cc1cccc(N2CCC(CCC3CCN(C(=O)Oc4cncc(C(=O)[O-])c4)CC3)CC2)n1, [Na+]. RXN SMILES: [F:1][C:2]1[CH:7]=[CH:6][C:5]([C:8]2[C:39]([C:40]([OH:42])=[O:41])=[C:11]3[CH:12]=[C:13]([C:21]4[CH:26]=[CH:25][CH:24]=[C:23]([C:27](=[O:38])[NH:28][C:29]([C:32]5[CH:37]=[CH:36][CH:35]=[CH:34][CH:33]=5)([CH3:31])[CH3:30])[CH:22]=4)[C:14]([NH:16][S:17]([CH3:20])(=[O:19])=[O:18])=[CH:15][N:10]3[N:9]=2)=[CH:4][CH:3]=1.Cl.[CH3:44][NH2:45]>>[C:40]([O-:42])(=[O:41])[CH3:39].[NH4+:9].[F:1][C:2]1[CH:7]=[CH:6][C:5]([C:8]2[C:39]([C:40]([NH:45][CH3:44])=[O:41])=[C:11]3[CH:12]=[C:13]([C:21]4[CH:26]=[CH:25][CH:24]=[C:23]([C:27](=[O:38])[NH:28][C:29]([C:32]5[CH:37]=[CH:36][CH:35]=[CH:34][CH:33]=5)([CH3:31])[CH3:30])[CH:22]=4)[C:14]([NH:16][S:17]([CH3:20])(=[O:18])=[O:19])=[CH:15][N:10]3[N:9]=2)=[CH:4][CH:3]=1 |f:1.2,3.4|. Procedure: 2-(4-fluorophenyl)-N-methyl-6-(methylsulfonamido)-5-(3-(2-phenylpropan-2-ylcarbamoyl)phenyl)pyrazolo[1,5-a]pyridine-3-carboxamide was prepared from 2-(4-fluorophenyl)-6-(methylsulfonamido)-5-(3-(2-phenylpropan-2-ylcarbamoyl)phenyl)pyrazolo[1,5-a]pyridine-3-carboxylic acid (0.088 g, 0.090 mmol) and methylamine hydrochloride (0.024 g, 0.36 mmol). The resultant residue was purified using preparative HPLC (Waters—Xbridge, 50×100 mm, 5 micron, C18 column; 0.1M ammonium acetate, 10-80% B (B=5% H2O/CH3... The reactants are FC1=CC=C(C=C1)C1=NN2C(C=C(C(=C2)NS(=O)(=O)C)C2=CC(=CC=C2)C(NC(C)(C)C2=CC=CC=C2)=O)=C1C(=O)O (2-(4-fluorophenyl)-6-(methylsulfonamido)-5-(3-(2-phenylpropan-2-ylcarbamoyl)phenyl)pyrazolo[1,5-a]pyridine-3-carboxylic acid), Cl.CN (methylamine hydrochloride). The product is C(C)(=O)[O-].[NH4+] (ammonium acetate), FC1=CC=C(C=C1)C1=NN2C(C=C(C(=C2)NS(=O)(=O)C)C2=CC(=CC=C2)C(NC(C)(C)C2=CC=CC=C2)=O)=C1C(=O)NC (2-(4-fluorophenyl)-N-methyl-6-(methylsulfonamido)-5-(3-(2-phenylpropan-2-ylcarbamoyl)phenyl)pyrazolo[1,5-a]pyridine-3-carboxamide). Starting materials: CO, C(=Nc1ccccc1)c1cccc2ccccc12, c1ccc(Cn2nnc3ccccc32)cc1. The product is C(#Cc1cccc2ccccc12)c1ccccc1. RXN SMILES: [CH3:35][OH:36].[c:17]1([CH:27]=[N:28][c:29]2[cH:30][cH:31][cH:32][cH:33][cH:34]2)[cH:18][cH:19][cH:20][c:21]2[cH:22][cH:23][cH:24][cH:25][c:26]12.[c:1]1([CH2:7][n:8]2[c:9]3[cH:10][cH:11][cH:12][cH:13][c:14]3[n:15][n:16]2)[cH:2][cH:3][cH:4][cH:5][cH:6]1>>[c:1]1([C:7]#[C:27][c:17]2[cH:18][cH:19][cH:20][c:21]3[cH:22][cH:23][cH:24][cH:25][c:26]23)[cH:2][cH:3][cH:4][cH:5][cH:6]1. Starting materials: CCO, Cl, O=C1c2ccccc2C(=O)N1Cc1cc(F)ccc1[N+](=O)[O-], NN, O. Yields the product NCc1cc(F)ccc1[N+](=O)[O-]. RXN SMILES: [CH3:27][CH2:28][OH:29].[ClH:26].[F:4][c:5]1[cH:6][cH:7][c:8]([N+:23](=[O:24])[O-:25])[c:9]([CH2:11][N:12]2[C:13](=[O:14])[c:15]3[cH:16][cH:17][cH:18][cH:19][c:20]3[C:21]2=[O:22])[cH:10]1.[NH2:2][NH2:3].[OH2:1]>>[F:4][c:5]1[cH:6][cH:7][c:8]([N+:23](=[O:24])[O-:25])[c:9]([CH2:11][NH2:12])[cH:10]1.